From a dataset of the Open Reaction Database (ORD), a public repository of structured organic reaction records. describe an organic reaction: reactants, conditions, products, and yield Reactants: ClCC(CO)O (3-chloro-1,2-propanediol), C([O-])([O-])=O.[Cs+].[Cs+] (caesium carbonate), OC=1C=NC(=NC1)C=1C=C(CN2N=C(C=CC2=O)C=2C=NN(C2)C)C=CC1 (2-[3-(5-hydroxy-pyrimidin-2-yl)benzyl]-6-(1-methyl-1H-pyrazol-4-yl)-2H-pyridazin-3-one), O (Water). Run in CC(=O)C (acetone). Reaction conditions: temperature 80 celsius, time 5 day. Yields the product OC(COC=1C=NC(=NC1)C=1C=C(CN2N=C(C=CC2=O)C=2C=NN(C2)C)C=CC1)CO (2-{3-[5-(2,3-dihydroxypropoxy)pyrimidin-2-yl]benzyl}-6-(1-methyl-1H-pyrazol-4-yl)-2H-pyridazin-3-one). As a reaction SMILES: Cl[CH2:2][CH:3]([OH:6])[CH2:4][OH:5].C(=O)([O-])[O-].[Cs+].[Cs+].[OH:13][C:14]1[CH:15]=[N:16][C:17]([C:20]2[CH:21]=[C:22]([CH:37]=[CH:38][CH:39]=2)[CH2:23][N:24]2[C:29](=[O:30])[CH:28]=[CH:27][C:26]([C:31]3[CH:32]=[N:33][N:34]([CH3:36])[CH:35]=3)=[N:25]2)=[N:18][CH:19]=1.O>CC(C)=O>[OH:6][CH:3]([CH2:4][OH:5])[CH2:2][O:13][C:14]1[CH:15]=[N:16][C:17]([C:20]2[CH:21]=[C:22]([CH:37]=[CH:38][CH:39]=2)[CH2:23][N:24]2[C:29](=[O:30])[CH:28]=[CH:27][C:26]([C:31]3[CH:32]=[N:33][N:34]([CH3:36])[CH:35]=3)=[N:25]2)=[N:18][CH:19]=1 |f:1.2.3|. Reported procedure: 75 mg (0.68 mmol) of 3-chloro-1,2-propanediol and 322 mg (0.99 mmol) of caesium carbonate are added to 150 mg (0.41 mmol) of 2-[3-(5-hydroxy-pyrimidin-2-yl)benzyl]-6-(1-methyl-1H-pyrazol-4-yl)-2H-pyridazin-3-one, and the mixture is suspended in acetone. The reaction mixture is stirred at 80° C. for 5 days. Water is added to the reaction mixture, which is then extracted a number of times with ethyl acetate, dried over sodium sulfate and evaporated. The crude product is purified by means of column... The reactants are C(CC)[C@@H]1CC[C@H](CC1)C1=CC=C(CC#N)C=C1 (4-(trans-4'-propylcyclohexyl) benzyl cyanide), O (water), [OH-].[K+] (KOH). Run in CO (methanol). Product: C(CC)[C@@H]1CC[C@H](CC1)C1=CC=C(C=C1)CC(=O)O (4-(trans-4'-propylcyclohexyl)phenyl acetic acid). Isolated yield 97.7%. RXN SMILES: [CH2:1]([C@H:4]1[CH2:9][CH2:8][C@H:7]([C:10]2[CH:18]=[CH:17][C:13]([CH2:14][C:15]#N)=[CH:12][CH:11]=2)[CH2:6][CH2:5]1)[CH2:2][CH3:3].[OH2:19].[OH-:20].[K+]>CO>[CH2:1]([C@H:4]1[CH2:9][CH2:8][C@H:7]([C:10]2[CH:18]=[CH:17][C:13]([CH2:14][C:15]([OH:20])=[O:19])=[CH:12][CH:11]=2)[CH2:6][CH2:5]1)[CH2:2][CH3:3] |f:2.3|. Reported procedure: 106 g (0.44 mol) of 4-(trans-4'-propylcyclohexyl) benzyl cyanide, 40 g of water, 145 g (2.2 mol) of KOH and 440 cm3 of methanol were refluxed for 10 hours using a mantle heater. The ethanol was distilled off under reduced pressure. The residue was dissolved in 300 cm3 of water and poured into 300 cm3 of concentrated hydrochloric acid and 300 g of ice. The crystals deposited were filtered out and washed with cold water. The crystals were recrystallized from methanol to yield 112 g (0.43 mol) of 4... Reactants: NC1=NC(=CC(=N1)N1CCC2(C[C@H](N(C2)C(=O)OCC2=CC=CC=C2)C(=O)OCC)CC1)O[C@@H](C(F)(F)F)C1=C(C=C(C=C1)Cl)Br ((S)-2-benzyl 3-ethyl 8-(2-amino-6-((R)-1-(2-bromo-4-chlorophenyl)-2,2,2-trifluoroethoxy)pyrimidin-4-yl)-2,8-diazaspiro[4.5]decane-2,3-dicarboxylate), KHCO3, O1CCOCC1 (dioxane), C1(=CC=CC=C1)B(O)O (phenyl boronic acid). Reagents/catalysts: C1=CC=C(C=C1)P([C-]2C=CC=C2)C3=CC=CC=C3.C1=CC=C(C=C1)P([C-]2C=CC=C2)C3=CC=CC=C3.Cl[Pd]Cl.[Fe+2].C(Cl)Cl (PdCl2(dppf) CH2Cl2). Solvent: O (water). Reaction conditions: temperature 100 celsius. Product: NC1=NC(=CC(=N1)N1CCC2(C[C@H](N(C2)C(=O)OCC2=CC=CC=C2)C(=O)OCC)CC1)O[C@@H](C(F)(F)F)C1=C(C=C(C=C1)Cl)C1=CC=CC=C1 ((S)-2-benzyl 3-ethyl 8-(2-amino-6-((R)-1-(5-chloro-[1,1′-biphenyl]-2-yl)-2,2,2-trifluoroethoxy)pyrimidin-4-yl)-2,8-diazaspiro[4.5]decane-2,3-dicarboxylate). RXN SMILES: [NH2:1][C:2]1[N:7]=[C:6]([N:8]2[CH2:32][CH2:31][C:11]3([CH2:15][N:14]([C:16]([O:18][CH2:19][C:20]4[CH:25]=[CH:24][CH:23]=[CH:22][CH:21]=4)=[O:17])[C@H:13]([C:26]([O:28][CH2:29][CH3:30])=[O:27])[CH2:12]3)[CH2:10][CH2:9]2)[CH:5]=[C:4]([O:33][C@H:34]([C:39]2[CH:44]=[CH:43][C:42]([Cl:45])=[CH:41][C:40]=2Br)[C:35]([F:38])([F:37])[F:36])[N:3]=1.O1CCOCC1.[C:53]1(B(O)O)[CH:58]=[CH:57][CH:56]=[CH:55][CH:54]=1>C1C=CC(P(C2C=CC=CC=2)[C-]2C=CC=C2)=CC=1.C1C=CC(P(C2C=CC=CC=2)[C-]2C=CC=C2)=CC=1.Cl[Pd]Cl.[Fe+2].C(Cl)Cl.O>[NH2:1][C:2]1[N:7]=[C:6]([N:8]2[CH2:32][CH2:31][C:11]3([CH2:15][N:14]([C:16]([O:18][CH2:19][C:20]4[CH:25]=[CH:24][CH:23]=[CH:22][CH:21]=4)=[O:17])[C@H:13]([C:26]([O:28][CH2:29][CH3:30])=[O:27])[CH2:12]3)[CH2:10][CH2:9]2)[CH:5]=[C:4]([O:33][C@H:34]([C:39]2[CH:44]=[CH:43][C:42]([Cl:45])=[CH:41][C:40]=2[C:53]2[CH:58]=[CH:57][CH:56]=[CH:55][CH:54]=2)[C:35]([F:38])([F:37])[F:36])[N:3]=1 |f:3.4.5.6.7|. Procedure details: To a solution of (S)-2-benzyl 3-ethyl 8-(2-amino-6-((R)-1-(2-bromo-4-chlorophenyl)-2,2,2-trifluoroethoxy)pyrimidin-4-yl)-2,8-diazaspiro[4.5]decane-2,3-dicarboxylate (100 mg, 0.13 mmol) in 10:1 dioxane:water (5 mL) was phenyl boronic acid (33 mg, 0.27 mmol), KHCO3 (27 mg, 0.3 mmol), and PdCl2(dppf)-CH2Cl2 (6 mg, 0.007 mmol). The reaction was heated to 100° C. for 15 h, cooled to RT, and concentrated in vacuo. The residue was diluted with water, and extracted with EtOAc. The combined organic layer...